This data is from the Open Reaction Database (ORD), a public repository of structured organic reaction records. The task is: describe an organic reaction: reactants, conditions, products, and yield Starting materials: N#Cc1cc2c(cc1C(F)(F)F)[nH]c(=O)c(=O)n2O, CCO, CI, O=P([O-])([O-])[O-]. Product: COn1c(=O)c(=O)[nH]c2cc(C(F)(F)F)c(C#N)cc21. RXN SMILES: [C:1](#[N:2])[c:3]1[c:4]([C:16]([F:17])([F:18])[F:19])[cH:5][c:6]2[nH:7][c:8](=[O:15])[c:9](=[O:14])[n:10]([OH:13])[c:11]2[cH:12]1.[CH3:27][CH2:28][OH:29].[I:25][CH3:26].[O-:20][P:21](=[O:22])([O-:23])[O-:24]>>[C:1](#[N:2])[c:3]1[c:4]([C:16]([F:17])([F:18])[F:19])[cH:5][c:6]2[nH:7][c:8](=[O:15])[c:9](=[O:14])[n:10]([O:13][CH3:26])[c:11]2[cH:12]1.